Dataset: the Open Reaction Database (ORD), a public repository of structured organic reaction records. Task: describe an organic reaction: reactants, conditions, products, and yield Reactants: FC1=CC=CC(=N1)C=1C(=NC(=NC1)OC)OC (5-(6-Fluoro-pyridin-2-yl)-2,4-dimethoxy-pyrimidine), Cl (HCl). Run in O1CCOCC1 (dioxane). Product: Cl.FC1=CC=CC(=N1)C=1C(NC(NC1)=O)=O (5-(6-Fluoro-pyridin-2-yl)-1H-pyrimidine-2,4-dione hydrochloride). Isolated yield 84.0%. Reaction SMILES: [F:1][C:2]1[N:7]=[C:6]([C:8]2[C:9]([O:16]C)=[N:10][C:11]([O:14]C)=[N:12][CH:13]=2)[CH:5]=[CH:4][CH:3]=1.[ClH:18]>O1CCOCC1>[ClH:18].[F:1][C:2]1[N:7]=[C:6]([C:8]2[C:9](=[O:16])[NH:10][C:11](=[O:14])[NH:12][CH:13]=2)[CH:5]=[CH:4][CH:3]=1 |f:3.4|. Reported procedure: 5-(6-Fluoro-pyridin-2-yl)-2,4-dimethoxy-pyrimidine (Prep74, 230 mg, 0.98 mmol) was dissolved in a solution of 4N HCl in dioxane (4 ml). After refluxing the reaction mixture for 1 hour, the solvent was removed under vacuum to give 200 mg of the title compound (84% yield) Reactants: O=C([O-])[O-], CN(C)C=O, CC(C)(C)OC(=O)NCC#CCCl, Clc1ncnc2cc[nH]c12, [Cs+], [Cs+], O. The product is CC(C)(C)OC(=O)NCC#CCn1ccc2ncnc(Cl)c21. RXN SMILES: [C:24](=[O:25])([O-:26])[O-:27].[CH3:30][N:31]([CH3:32])[CH:33]=[O:34].[Cl:11][CH2:12][C:13]#[C:14][CH2:15][NH:16][C:17]([O:18][C:19]([CH3:20])([CH3:21])[CH3:22])=[O:23].[Cl:1][c:2]1[c:3]2[c:4]([n:5][cH:6][n:7]1)[cH:8][cH:9][nH:10]2.[Cs+:28].[Cs+:29].[OH2:35]>>[Cl:1][c:2]1[c:3]2[c:4]([n:5][cH:6][n:7]1)[cH:8][cH:9][n:10]2[CH2:12][C:13]#[C:14][CH2:15][NH:16][C:17]([O:18][C:19]([CH3:20])([CH3:21])[CH3:22])=[O:23].